The task is: describe an organic reaction: reactants, conditions, products, and yield. This data is from the Open Reaction Database (ORD), a public repository of structured organic reaction records. Starting materials: NCCCCCCO (6-amino-1-hexanol), ClC1=C(C=CC(=C1)Cl)S (2,4-dichlorothiophenol), FC1=C(C=C(C=O)C=C1)C(F)(F)F (4-fluoro-3-trifluoromethylbenzaldehyde), BrC1=C(C=CC=C1)S (2-bromothiophenol), ClC1=C(C=O)C=CC=C1 (2-chlorobenzaldehyde), N1(CCNCC1)C(=O)OC(C)(C)C (t-butyl 1-piperazinecarboxylate). Solvent: O (H2O). Product: BrC1=C(C=CC=C1)SC1=C(C=C(C=C1)\C=C\C(=O)N1CCN(CC1)C(=O)OC(C)(C)C)C(F)(F)F ((2-Bromophenyl)[2-trifluoromethyl-4-(E-((4-(tert-butoxycarbonyl)piperazin-1-yl)carbonyl)ethenyl)phenyl]sulfide). As a reaction SMILES: ClC1C=C(Cl)C=CC=1S.[Br:10][C:11]1[CH:16]=[CH:15][CH:14]=[CH:13][C:12]=1[SH:17].ClC1C=CC=C[C:20]=1[CH:21]=[O:22].F[C:28]1[CH:35]=[CH:34][C:31]([CH:32]=O)=[CH:30][C:29]=1[C:36]([F:39])([F:38])[F:37].NCCCCCCO.[N:48]1([C:54]([O:56][C:57]([CH3:60])([CH3:59])[CH3:58])=[O:55])[CH2:53][CH2:52][NH:51][CH2:50][CH2:49]1>O>[Br:10][C:11]1[CH:16]=[CH:15][CH:14]=[CH:13][C:12]=1[S:17][C:28]1[CH:35]=[CH:34][C:31](/[CH:32]=[CH:20]/[C:21]([N:51]2[CH2:52][CH2:53][N:48]([C:54]([O:56][C:57]([CH3:60])([CH3:59])[CH3:58])=[O:55])[CH2:49][CH2:50]2)=[O:22])=[CH:30][C:29]=1[C:36]([F:39])([F:38])[F:37]. Reported procedure: The title compound was prepared by the procedures described in Example 1 substituting 2,4-dichlorothiophenol with 2-bromothiophenol, 2-chlorobenzaldehyde with 4-fluoro-3-trifluoromethylbenzaldehyde, and 6-amino-1-hexanol with t-butyl 1-piperazinecarboxylate, to give a white solid. 1H NMR (CDCl3, 300 MHz) d 1.48 (s, 9H), 3.49 (br s, 4H), 3.56-3.78 (m, 4H), 6.89 (d, J=15.6 Hz, 1H), 7.10 (d, J=8.4 Hz, 1H), 7.18-7.35 (m, 3H), 7.49 (d, J=8.4 Hz, 1H), 7.65 (d, J=15.6 Hz, 1H), 7.68 (dd, J=2.1, 8.4 Hz, ... Starting materials: C#C[Si](C)(C)C, CCN(C(C)C)C(C)C, I[Cu]I, O=C(NOCCO)c1cc(C=NOCCO)c(F)c(F)c1Nc1ccc(I)cc1F, C1CCOC1, Cl[Pd]Cl, c1ccc(P(c2ccccc2)c2ccccc2)cc1, c1ccc(P(c2ccccc2)c2ccccc2)cc1. The product is C[Si](C)(C)C#Cc1ccc(Nc2c(C(=O)NOCCO)cc(C=NOCCO)c(F)c2F)c(F)c1. Reaction SMILES: [CH3:40][Si:41]([CH3:42])([CH3:43])[C:44]#[CH:45].[CH:31]([N:32]([CH2:33][CH3:34])[CH:35]([CH3:36])[CH3:37])([CH3:38])[CH3:39].[Cu:92]([I:93])[I:94].[F:1][c:2]1[c:3]([NH:22][c:23]2[c:24]([F:30])[cH:25][c:26]([I:29])[cH:27][cH:28]2)[c:4]([C:5](=[O:6])[NH:7][O:8][CH2:9][CH2:10][OH:11])[cH:12][c:13]([CH:16]=[N:17][O:18][CH2:19][CH2:20][OH:21])[c:14]1[F:15].[O:46]1[CH2:47][CH2:48][CH2:49][CH2:50]1.[Pd:51]([Cl:52])[Cl:53].[c:54]1([P:55]([c:56]2[cH:57][cH:58][cH:59][cH:60][cH:61]2)[c:62]2[cH:63][cH:64][cH:65][cH:66][cH:67]2)[cH:68][cH:69][cH:70][cH:71][cH:72]1.[c:73]1([P:74]([c:75]2[cH:76][cH:77][cH:78][cH:79][cH:80]2)[c:81]2[cH:82][cH:83][cH:84][cH:85][cH:86]2)[cH:87][cH:88][cH:89][cH:90][cH:91]1>>[F:1][c:2]1[c:3]([NH:22][c:23]2[c:24]([F:30])[cH:25][c:26]([C:45]#[C:44][Si:41]([CH3:40])([CH3:42])[CH3:43])[cH:27][cH:28]2)[c:4]([C:5](=[O:6])[NH:7][O:8][CH2:9][CH2:10][OH:11])[cH:12][c:13]([CH:16]=[N:17][O:18][CH2:19][CH2:20][OH:21])[c:14]1[F:15]. The reactants are COC(=O)N1CC[C@@H]2[C@](CCC[C@H]12)(C#CC=1C=C(C=CC1)C)O ((3aS,4R,7aS)-4-hydroxy-4-m-tolylethynyl-octahydro-indole-1-carboxylic acid methyl ester), FC(C=1C=C(C(=O)O)C=CC1)(F)F (3-Trifluoromethyl-benzoic acid). Yields the product COC(=O)N1CC[C@H]2[C@](CCC[C@@H]12)(OC(C1=CC(=CC=C1)C(F)(F)F)=O)C#CC=1C=C(C=CC1)C ((3aR,4S,7aR)-4-m-tolylethynyl-4-(3-trifluoromethyl-benzoyloxy)-octahydro-indole-1-carboxylic acid methyl ester). As a reaction SMILES: [CH3:1][O:2][C:3]([N:5]1[C@@H:13]2[C@@H:8]([C@@:9]([OH:23])([C:14]#[C:15][C:16]3[CH:17]=[C:18]([CH3:22])[CH:19]=[CH:20][CH:21]=3)[CH2:10][CH2:11][CH2:12]2)[CH2:7][CH2:6]1)=[O:4].[F:24][C:25]([F:36])([F:35])[C:26]1[CH:27]=[C:28]([CH:32]=[CH:33][CH:34]=1)[C:29](O)=[O:30]>>[CH3:1][O:2][C:3]([N:5]1[C@H:13]2[C@H:8]([C@@:9]([C:14]#[C:15][C:16]3[CH:17]=[C:18]([CH3:22])[CH:19]=[CH:20][CH:21]=3)([O:23][C:29](=[O:30])[C:28]3[CH:32]=[CH:33][CH:34]=[C:26]([C:25]([F:24])([F:35])[F:36])[CH:27]=3)[CH2:10][CH2:11][CH2:12]2)[CH2:7][CH2:6]1)=[O:4]. Reported procedure: Synthesis in analogy to the General Method 1 starting from (3aS,4R,7aS)-4-hydroxy-4-m-tolylethynyl-octahydro-indole-1-carboxylic acid methyl ester and 3-Trifluoromethyl-benzoic acid to yield (3aR,4S,7aR)-4-m-tolylethynyl-4-(3-trifluoromethyl-benzoyloxy)-octahydro-indole-1-carboxylic acid methyl ester. MS [M+H]=296 (ester elimination ion); RT=8.705 min; LC-MS Method III The reactants are C1(CC1)CNCC=1NC(C2=C(N1)CCOC2)=O (2-[(Cyclopropylmethyl-amino)-methyl]-3,5,7,8-tetrahydro-pyrano[4,3-d]pyrimidin-4-one), FC1=CC=C(C(=O)C2CCN(CC2)CC(=O)O)C=C1 (2-(4-(4-fluorobenzoyl)piperidin-1-yl)acetic acid), C26H31FN4O4. The product is C1(CC1)CN(C(CN1CCC(CC1)C(C1=CC=C(C=C1)F)=O)=O)CC=1NC(C2=C(N1)CCOC2)=O (N-Cyclopropylmethyl-2-[4-(4-fluoro-benzoyl)-piperidin-1-yl]-N-(4-oxo-3,5,7,8-tetrahydro-4H-pyrano[4,3-d]pyrimidin-2-ylmethyl)-acetamide). As a reaction SMILES: [CH:1]1([CH2:4][NH:5][CH2:6][C:7]2[NH:8][C:9](=[O:17])[C:10]3[CH2:16][O:15][CH2:14][CH2:13][C:11]=3[N:12]=2)[CH2:3][CH2:2]1.[F:18][C:19]1[CH:36]=[CH:35][C:22]([C:23]([CH:25]2[CH2:30][CH2:29][N:28]([CH2:31][C:32](O)=[O:33])[CH2:27][CH2:26]2)=[O:24])=[CH:21][CH:20]=1>>[CH:1]1([CH2:4][N:5]([CH2:6][C:7]2[NH:8][C:9](=[O:17])[C:10]3[CH2:16][O:15][CH2:14][CH2:13][C:11]=3[N:12]=2)[C:32](=[O:33])[CH2:31][N:28]2[CH2:29][CH2:30][CH:25]([C:23](=[O:24])[C:22]3[CH:21]=[CH:20][C:19]([F:18])=[CH:36][CH:35]=3)[CH2:26][CH2:27]2)[CH2:3][CH2:2]1. Procedure: Following the general procedure of Example 4, the title compound was prepared (14.4 mg) from 2-[(Cyclopropylmethyl-amino)-methyl]-3,5,7,8-tetrahydro-pyrano[4,3-d]pyrimidin-4-one and 2-(4-(4-fluorobenzoyl)piperidin-1-yl)acetic acid. Exact mass calculated for C26H31FN4O4 482.55. found 483.3 (ESI, M+H); 1H NMR (400 MHz, dichloromethane-d2) δ ppm 7.98 (dd, J=8.59, 5.56 Hz, 2H) 7.19 (t, J=8.59 Hz, 2H) 4.65 (s, 1H) 4.58 (br. s., 1H) 4.41-4.55 (m, 2H) 4.26 (br. s., 1H) 4.18 (br. s., 2H) 3.85-3.98 (m, 3...